From a dataset of the Open Reaction Database (ORD), a public repository of structured organic reaction records. describe an organic reaction: reactants, conditions, products, and yield Starting materials: CN(C1(CCC(CC1)N)C1=CC=CC=C1)C (4-Dimethylamino-4-phenyl-cyclohexylamine), C1(=CC=CC=C1)OC(NCCC1=CNC2=CC=CC=C12)=O ([2-(1H-indol-3-yl)ethyl]carbamic acid phenyl ester). Run in O1CCOCC1 (dioxane). The product is CN(C1(CCC(CC1)NC(=O)NCCC1=CNC2=CC=CC=C12)C1=CC=CC=C1)C (1-(4-Dimethylamino-4-phenylcyclohexyl)-3-[2-(1H-indol-3-yl)ethyl]urea). As a reaction SMILES: [CH3:1][N:2]([CH3:16])[C:3]1([C:10]2[CH:15]=[CH:14][CH:13]=[CH:12][CH:11]=2)[CH2:8][CH2:7][CH:6]([NH2:9])[CH2:5][CH2:4]1.C1([O:23][C:24](=O)[NH:25][CH2:26][CH2:27][C:28]2[C:36]3[C:31](=[CH:32][CH:33]=[CH:34][CH:35]=3)[NH:30][CH:29]=2)C=CC=CC=1>O1CCOCC1>[CH3:1][N:2]([CH3:16])[C:3]1([C:10]2[CH:15]=[CH:14][CH:13]=[CH:12][CH:11]=2)[CH2:8][CH2:7][CH:6]([NH:9][C:24]([NH:25][CH2:26][CH2:27][C:28]2[C:36]3[C:31](=[CH:32][CH:33]=[CH:34][CH:35]=3)[NH:30][CH:29]=2)=[O:23])[CH2:5][CH2:4]1. Reported procedure: 4-Dimethylamino-4-phenyl-cyclohexylamine (more polar diastereomer) (218 mg, 1.0 mmole) was added to a solution of [2-(1H-indol-3-yl)ethyl]carbamic acid phenyl ester (280 mg, 1.0 mmole) in dioxane and refluxed for 12 h. Working up was performed by removing the dioxane by distillation and combining the residue with water. The batch was adjusted to pH 11 with 5M NaOH and extracted with ethyl acetate. The organic phase was dried with Na2SO4 and evaporated. The product was obtained as a colorless oil... Starting materials: COc1ccc(CC(=O)Cl)cc1, CO, Cc1oc2c(C)c(C)c(N)c(C)c2c1-c1ccc(C(C)C)cc1. Product: COc1ccc(CC(=O)Nc2c(C)c(C)c3oc(C)c(-c4ccc(C(C)C)cc4)c3c2C)cc1. RXN SMILES: [CH3:24][O:25][c:26]1[cH:27][cH:28][c:29]([CH2:32][C:33](=[O:34])[Cl:35])[cH:30][cH:31]1.[CH3:36][OH:37].[CH:1]([CH3:2])([CH3:3])[c:4]1[cH:5][cH:6][c:7](-[c:10]2[c:11]([CH3:23])[o:12][c:13]3[c:14]2[c:15]([CH3:22])[c:16]([NH2:21])[c:17]([CH3:20])[c:18]3[CH3:19])[cH:8][cH:9]1>>[CH:1]([CH3:2])([CH3:3])[c:4]1[cH:5][cH:6][c:7](-[c:10]2[c:11]([CH3:23])[o:12][c:13]3[c:14]2[c:15]([CH3:22])[c:16]([NH:21][C:33]([CH2:32][c:29]2[cH:28][cH:27][c:26]([O:25][CH3:24])[cH:31][cH:30]2)=[O:34])[c:17]([CH3:20])[c:18]3[CH3:19])[cH:8][cH:9]1.